This data is from the Open Reaction Database (ORD), a public repository of structured organic reaction records. The task is: describe an organic reaction: reactants, conditions, products, and yield The reactants are BrN1C(CCC1=O)=O (N-bromosuccinimide), [Si](C)(C)(C(C)(C)C)OCC(C)(O)C=1SC=CN1 (1-{[tert-butyl(dimethyl)silyl]oxy}-2-(1,3-thiazol-2-yl)propan-2-ol), O (Water). Run in CN(C)C=O (DMF). Yields the product BrC1=CN=C(S1)C(CO[Si](C)(C)C(C)(C)C)(C)O (2-(5-bromo-1,3-thiazol-2-yl)-1-{[tert-butyl(dimethyl)silyl]oxy}propan-2-ol). The yield is 22.2%. RXN SMILES: [Si:1]([O:8][CH2:9][C:10]([C:13]1[S:14][CH:15]=[CH:16][N:17]=1)([OH:12])[CH3:11])([C:4]([CH3:7])([CH3:6])[CH3:5])([CH3:3])[CH3:2].[Br:18]N1C(=O)CCC1=O.O>CN(C=O)C>[Br:18][C:15]1[S:14][C:13]([C:10]([OH:12])([CH3:11])[CH2:9][O:8][Si:1]([C:4]([CH3:5])([CH3:6])[CH3:7])([CH3:2])[CH3:3])=[N:17][CH:16]=1. Procedure: The product of Step 1 (364 mg, 1.331 mmol) was dissolved in DMF (2 ml). N-bromosuccinimide (284 mg, 1.597 mmol) was added, and the solution was maintained 2 h at rt. Water was added and the mixture extracted with EtOAc (3×). The combined organics were dried over Na2SO4 and concentrated in vacuo. Purification via silica gel column chromatography (0%-10% EtOAc:hexanes) afforded 2-(5-bromo-1,3-thiazol-2-yl)-1-{[tert-butyl(dimethyl)silyl]oxy}propan-2-ol (104 mg, 22%) as a white solid. MS ESI: [M+H]+... Starting materials: CC(=O)Cl, ClCCCl, O, CC(O)c1cc2c(s1)C(=O)c1ccsc1C2=O. The product is CC(=O)OC(C)c1cc2c(s1)C(=O)c1ccsc1C2=O. Reaction SMILES: [CH3:1][C:2]([Cl:3])=[O:4].[Cl:23][CH2:24][CH2:25][Cl:26].[OH2:22].[OH:5][CH:6]([CH3:7])[c:8]1[cH:9][c:10]2[c:11]([s:12]1)[C:13](=[O:21])[c:14]1[c:15]([s:16][cH:17][cH:18]1)[C:19]2=[O:20]>>[CH3:1][C:2](=[O:4])[O:5][CH:6]([CH3:7])[c:8]1[cH:9][c:10]2[c:11]([s:12]1)[C:13](=[O:21])[c:14]1[c:15]([s:16][cH:17][cH:18]1)[C:19]2=[O:20]. The reactants are ClCCl, NCC1OCCO1, OB(O)c1ccccc1. Yields the product c1ccc(NCC2OCCO2)cc1. As a reaction SMILES: [Cl:17][CH2:18][Cl:19].[NH2:10][CH2:11][CH:12]1[O:13][CH2:14][CH2:15][O:16]1.[OH:1][B:2]([OH:3])[c:4]1[cH:5][cH:6][cH:7][cH:8][cH:9]1>>[c:4]1([NH:10][CH2:11][CH:12]2[O:13][CH2:14][CH2:15][O:16]2)[cH:5][cH:6][cH:7][cH:8][cH:9]1. Reactants: [Cl-].[NH4+] (ammonium chloride), [N-]=[N+]=[N-].[Na+] (sodium azide), O1[C@H]2C[C@@H](CC[C@H]21)C(=O)OCC2=CC=CC=C2 (Benzyl (1R*,3S*,4R*)-3,4-epoxycyclohexane-1-carboxylate). Solvent: CN(C=O)C (N,N-dimethyl-formamide). Conditions: temperature 70 celsius, time 24 hour. Yields the product N(=[N+]=[N-])[C@@H]1[C@H](C[C@@H](CC1)C(=O)OCC1=CC=CC=C1)O (Benzyl (1R*,3S*,4S*)-4-azido-3-hydroxycyclohexane-1-carboxylate). Yield: 99.7%. Reaction SMILES: [O:1]1[C@H:7]2[C@@H:2]1[CH2:3][C@H:4]([C:8]([O:10][CH2:11][C:12]1[CH:17]=[CH:16][CH:15]=[CH:14][CH:13]=1)=[O:9])[CH2:5][CH2:6]2.[Cl-].[NH4+].[N-:20]=[N+:21]=[N-:22].[Na+]>CN(C)C=O>[N:20]([C@H:7]1[CH2:6][CH2:5][C@@H:4]([C:8]([O:10][CH2:11][C:12]2[CH:17]=[CH:16][CH:15]=[CH:14][CH:13]=2)=[O:9])[CH2:3][C@@H:2]1[OH:1])=[N+:21]=[N-:22] |f:1.2,3.4|. Procedure details: Benzyl (1R*,3S*,4R*)-3,4-epoxycyclohexane-1-carboxylate (52.3 g) was dissolved in N,N-dimethyl-formamide (1000 ml), ammonium chloride (21.9 g) and sodium azide (18.1 g) were added, and the mixture was heated to 70° C. and stirred for 24 hours. The solvent was distilled off under reduced pressure, and water was added to conduct extraction with ethyl acetate. The resultant organic layer was washed with saturated saline and dried over anhydrous magnesium sulfate. The solvent was distilled off under... Reactants: BrB(Br)Br, CO, COc1cccc(CCN)c1, CO, ClCCl, Cl. Product: Cl, NCCc1cccc(O)c1. As a reaction SMILES: [B:12]([Br:13])([Br:14])[Br:15].[CH3:17][OH:18].[CH3:1][O:2][c:3]1[cH:4][c:5]([CH2:9][CH2:10][NH2:11])[cH:6][cH:7][cH:8]1.[CH3:22][OH:23].[Cl:19][CH2:20][Cl:21].[ClH:16]>>[ClH:16].[OH:2][c:3]1[cH:4][c:5]([CH2:9][CH2:10][NH2:11])[cH:6][cH:7][cH:8]1.